From a dataset of the Open Reaction Database (ORD), a public repository of structured organic reaction records. describe an organic reaction: reactants, conditions, products, and yield Reactants: C1(=CC=CC=C1)C(OCC(CC(=O)OC)O)(C1=CC=CC=C1)C1=CC=CC=C1 (methyl 4-triphenylmethyloxy-3-hydroxybutyrate), [Li]CCCC (n-BuLi), C(C)(=O)OC(C)(C)C (tert-butyl acetate), C(C)(C)NC(C)C (diisopropylamine). Run in C1CCOC1 (THF), O (Water), C1CCOC1 (THF), C1CCOC1 (THF). Conditions: temperature -15 celsius, time 30 minute. Product: C1(=CC=CC=C1)C(OCC(CC(CC(=O)OC(C)(C)C)=O)O)(C1=CC=CC=C1)C1=CC=CC=C1 (tert-butyl 6-triphenylmethyloxy-5-hydroxy-3-oxohexanoate). As a reaction SMILES: C(NC(C)C)(C)C.[Li]CCCC.[C:13]([O:16][C:17]([CH3:20])([CH3:19])[CH3:18])(=[O:15])[CH3:14].[C:21]1([C:27]([C:43]2[CH:48]=[CH:47][CH:46]=[CH:45][CH:44]=2)([C:37]2[CH:42]=[CH:41][CH:40]=[CH:39][CH:38]=2)[O:28][CH2:29][CH:30]([OH:36])[CH2:31][C:32](OC)=[O:33])[CH:26]=[CH:25][CH:24]=[CH:23][CH:22]=1>C1COCC1.O>[C:21]1([C:27]([C:43]2[CH:48]=[CH:47][CH:46]=[CH:45][CH:44]=2)([C:37]2[CH:38]=[CH:39][CH:40]=[CH:41][CH:42]=2)[O:28][CH2:29][CH:30]([OH:36])[CH2:31][C:32](=[O:33])[CH2:14][C:13]([O:16][C:17]([CH3:20])([CH3:19])[CH3:18])=[O:15])[CH:22]=[CH:23][CH:24]=[CH:25][CH:26]=1. Procedure: 125 mL of THF and 24 g of diisopropylamine were charged and cooled to −15° C. 168 mL of 1.2 N n-BuLi was added at −15 to −5° C. and was stirred for 30 minutes. 21.56 g of tert-butyl acetate in 45 mL of THF, which was pre-cooled to −45° C., was added maintaining the temperature between −45 to −25° C. for 60 minutes. The reaction mixture was cooled to −45° C. and 30 g of methyl 4-triphenylmethyloxy-3-hydroxybutyrate in THF was added over a period of 20 minutes and the stirring was continued at −25... Isolated yield 86.0%. RXN SMILES: [NH2:1][C:2]1[N:10]=[CH:9][CH:8]=[CH:7][C:3]=1[C:4]([OH:6])=[O:5].[C:11](OC(=O)CC)(=O)[CH2:12][CH3:13]>>[CH2:12]([C:13]1[O:5][C:4](=[O:6])[C:3]2[CH:7]=[CH:8][CH:9]=[N:10][C:2]=2[N:1]=1)[CH3:11]. Reactants: NC1=C(C(=O)O)C=CC=N1 (2-aminonicotinic acid), C(CC)(=O)OC(CC)=O (propionic anhydride). The product is C(C)C=1OC(C2=C(N1)N=CC=C2)=O (2-Ethyl-pyrido[2,3-d][1,3]oxazin-4-one). Procedure: A suspension of 2-aminonicotinic acid (1.0 g 7.24 mmol) in propionic anhydride (10 mL) of was heated to 120° C. for 1 h under nitrogen atmosphere. The temperature was increased to 167° C. to remove the propionic acid and propionic anhydride under reduced pressure. The resulting brown solid was triturated with hexane and dried to give the title pyrido-oxazine (16) (1.10 g, 86%) as a white solid: Run at temperature 120 celsius.